From a dataset of the Open Reaction Database (ORD), a public repository of structured organic reaction records. describe an organic reaction: reactants, conditions, products, and yield Reactants: C=1C=CC(=CC1)N=NC=2C=CC(=CC2)O (4-phenylazophenol), IC (iodomethane), C([O-])([O-])=O.[K+].[K+] (potassium carbonate). Run in CC(=O)C (acetone). Product: COC1=CC=C(C=C1)N=NC1=CC=CC=C1 (4-Methoxyazobenzene). RXN SMILES: [CH:1]1[CH:2]=[CH:3][C:4]([N:7]=[N:8][C:9]2[CH:10]=[CH:11][C:12]([OH:15])=[CH:13][CH:14]=2)=[CH:5][CH:6]=1.IC.[C:18](=O)([O-])[O-].[K+].[K+]>CC(C)=O>[CH3:18][O:15][C:12]1[CH:11]=[CH:10][C:9]([N:8]=[N:7][C:4]2[CH:3]=[CH:2][CH:1]=[CH:6][CH:5]=2)=[CH:14][CH:13]=1 |f:2.3.4|. Procedure details: A mixture of 4-phenylazophenol (9.9 g; 50 mmol), iodomethane (7.1 g; 50 mmol), potassium carbonate (6.9 g; 50 mmol), and acetone (100 ml) was refluxed 48 h. After evaporating off the solvent, the residue was dissolved in water (25 ml), diethyl ether (50 ml) and THF (30 ml). The aqueous layer was extracted with ether (3×20 ml) and the combined organic solutions were washed with saturated NaCl solution (1×20 ml) and dried (MgSO4). After filtration and evaporation, the residue was recrystallized fr... Starting materials: CCCCC(CC)COC(=O)CCS, C1COCCO1, CCN(C(C)C)C(C)C, Ic1ccc2c(-c3ccccc3)cc3nncn3c2c1, O=C(C=Cc1ccccc1)C=Cc1ccccc1, O=C(C=Cc1ccccc1)C=Cc1ccccc1, O=C(C=Cc1ccccc1)C=Cc1ccccc1, [Pd], [Pd], CC1(C)c2cccc(P(c3ccccc3)c3ccccc3)c2Oc2c(P(c3ccccc3)c3ccccc3)cccc21. Product: CCCCC(CC)COC(=O)CCSc1ccc2c(-c3ccccc3)cc3nncn3c2c1. Reaction SMILES: [CH2:21]([CH3:22])[CH:23]([CH2:24][O:25][C:26]([CH2:27][CH2:28][SH:29])=[O:30])[CH2:31][CH2:32][CH2:33][CH3:34].[CH2:86]1[O:87][CH2:88][CH2:89][O:90][CH2:91]1.[CH:35]([N:36]([CH2:37][CH3:38])[CH:39]([CH3:40])[CH3:41])([CH3:42])[CH3:43].[I:1][c:2]1[cH:3][cH:4][c:5]2[c:6](-[c:15]3[cH:16][cH:17][cH:18][cH:19][cH:20]3)[cH:7][c:8]3[n:9]([c:10]2[cH:11]1)[cH:12][n:13][n:14]3.[O:112]=[C:113]([CH:114]=[CH:115][c:116]1[cH:117][cH:118][cH:119][cH:120][cH:121]1)[CH:122]=[CH:123][c:124]1[cH:125][cH:126][cH:127][cH:128][cH:129]1.[O:130]=[C:131]([CH:132]=[CH:133][c:134]1[cH:135][cH:136][cH:137][cH:138][cH:139]1)[CH:140]=[CH:141][c:142]1[cH:143][cH:144][cH:145][cH:146][cH:147]1.[O:94]=[C:95]([CH:96]=[CH:97][c:98]1[cH:99][cH:100][cH:101][cH:102][cH:103]1)[CH:104]=[CH:105][c:106]1[cH:107][cH:108][cH:109][cH:110][cH:111]1.[Pd:92].[Pd:93].[c:44]1([P:45]([c:46]2[cH:47][cH:48][cH:49][cH:50][cH:51]2)[c:52]2[c:53]3[c:77]([cH:78][cH:79][cH:80]2)[C:74]([CH3:75])([CH3:76])[c:56]2[c:55]([c:60]([P:61]([c:62]4[cH:63][cH:64][cH:65][cH:66][cH:67]4)[c:68]4[cH:69][cH:70][cH:71][cH:72][cH:73]4)[cH:59][cH:58][cH:57]2)[O:54]3)[cH:81][cH:82][cH:83][cH:84][cH:85]1>>[c:2]1([S:29][CH2:28][CH2:27][C:26]([O:25][CH2:24][CH:23]([CH2:21][CH3:22])[CH2:31][CH2:32][CH2:33][CH3:34])=[O:30])[cH:3][cH:4][c:5]2[c:6](-[c:15]3[cH:16][cH:17][cH:18][cH:19][cH:20]3)[cH:7][c:8]3[n:9]([c:10]2[cH:11]1)[cH:12][n:13][n:14]3. Reactants: resultant suspension, ClC1=C(C=CC(=C1)[N+](=O)[O-])O (2-chloro-4-nitrophenol), N(=NC(=O)OCC)C(=O)OCC (diethyl azodicarboxylate), CN1C(N(C(C=C1N1CCN(CC1)CCCO)=O)C)=O (1,3-dimethyl-6-[4-(3-hydroxypropyl)piperazin-1-yl]-2,4(1H,3H)-pyrimidinedione), C1(=CC=CC=C1)P(C1=CC=CC=C1)C1=CC=CC=C1 (triphenylphosphine), resultant mixture. Run in O1CCCC1 (tetrahydrofuran). The product is CN1C(N(C(C=C1N1CCN(CC1)CCCOC1=C(C=C(C=C1)[N+](=O)[O-])Cl)=O)C)=O (1,3-dimethyl-6-[4-(3-[2-chloro-4-nitrophenyloxy]propyl)piperazin-1-yl]-2,4(1H,3H)-pyrimidinedione). The yield is 47.7%. RXN SMILES: [Cl:1][C:2]1[CH:7]=[C:6]([N+:8]([O-:10])=[O:9])[CH:5]=[CH:4][C:3]=1[OH:11].[CH3:12][N:13]1[C:18]([N:19]2[CH2:24][CH2:23][N:22]([CH2:25][CH2:26][CH2:27]O)[CH2:21][CH2:20]2)=[CH:17][C:16](=[O:29])[N:15]([CH3:30])[C:14]1=[O:31].C1(P(C2C=CC=CC=2)C2C=CC=CC=2)C=CC=CC=1.N(C(OCC)=O)=NC(OCC)=O>O1CCCC1>[CH3:12][N:13]1[C:18]([N:19]2[CH2:24][CH2:23][N:22]([CH2:25][CH2:26][CH2:27][O:11][C:3]3[CH:4]=[CH:5][C:6]([N+:8]([O-:10])=[O:9])=[CH:7][C:2]=3[Cl:1])[CH2:21][CH2:20]2)=[CH:17][C:16](=[O:29])[N:15]([CH3:30])[C:14]1=[O:31]. Procedure details: In 70 ml of anhydrous tetrahydrofuran were suspended 2.4 g of 2-chloro-4-nitrophenol, 3.38 g of 1,3-dimethyl-6-[4-(3-hydroxypropyl)piperazin-1-yl]-2,4(1H,3H)-pyrimidinedione (Compound a) and 3.62 g of triphenylphosphine, and 2.4 g of diethyl azodicarboxylate was added to the resultant suspension. Afterward, the resultant mixture was treated in the same manner as in Reference Example 4 to obtain 2.5 g of light yellow crystals. The crystals were recrystallized from ethanol to obtain 2.07 g of crys...